From a dataset of the Open Reaction Database (ORD), a public repository of structured organic reaction records. describe an organic reaction: reactants, conditions, products, and yield Starting materials: C(C1=CC=CC=C1)N1C[C@H]2[C@@H](C1)[C@@H](CC2)N ((3aS,4R,6aR)-2-benzyloctahydrocyclopenta[c]pyrrol-4-amine), CC(C(=O)O)CC1=CC=CC=C1 (2-methyl-3-phenylpropanoic acid), C1(=CC=CC=C1)[C@@H](C(=O)O)CC ((S)-2-phenylbutanoic acid). Product: C(C1=CC=CC=C1)N1C[C@@H]2[C@H](C1)[C@H](CC2)NC(C(CC2=CC=CC=C2)C)=O (N-[(3aR,4S,6aS)-2-benzyloctahydrocyclopenta[c]pyrrol-4-yl]-2-methyl-3-phenylpropanamide). RXN SMILES: [CH2:1]([N:8]1[CH2:12][C@H:11]2[C@H:13]([NH2:16])[CH2:14][CH2:15][C@H:10]2[CH2:9]1)[C:2]1[CH:7]=[CH:6][CH:5]=[CH:4][CH:3]=1.[CH3:17][CH:18]([CH2:22][C:23]1[CH:28]=[CH:27][CH:26]=[CH:25][CH:24]=1)[C:19](O)=[O:20].C1([C@H](CC)C(O)=O)C=CC=CC=1>>[CH2:1]([N:8]1[CH2:12][C@@H:11]2[C@@H:13]([NH:16][C:19](=[O:20])[CH:18]([CH3:17])[CH2:22][C:23]3[CH:28]=[CH:27][CH:26]=[CH:25][CH:24]=3)[CH2:14][CH2:15][C@@H:10]2[CH2:9]1)[C:2]1[CH:3]=[CH:4][CH:5]=[CH:6][CH:7]=1. Procedure: The title compound was prepared by substituting (3aR,4S,6aS)-2-benzyloctahydrocyclopenta[c]pyrrol-4-amine from Step A of Example 33 for (3aS,4R,6aR)-2-benzyloctahydrocyclopenta[c]pyrrol-4-amine and 2-methyl-3-phenylpropanoic acid for (S)-2-phenylbutanoic acid in Step F of the procedure used to prepare Example 16: 1H NMR (400 MHz, pyridine-d5) δ ppm 8.13 (dd, J=7.0, 21.3, 1H), 7.40 (ddd, J=7.5, 15.5, 25.3, 4H), 7.31-7.22 (m, 6H), 4.42-4.27 (m, 1H), 3.58 (dd, J=6.6, 13.1, 1H), 3.45 (dd, J=13.1, 21... Starting materials: C(C1=CC=CC=C1)C=1C=C2C(=C(N1)Cl)OC(=C2)C2=C(C=C(CN1CC(C1)C(=O)OC)C=C2)F (methyl 1-(4-(5-benzyl-7-chlorofuro[2,3-c]pyridin-2-yl)-3-fluorobenzyl)azetidine-3-carboxylate), C1=CCCCC1 (cyclohexene). The reagents and catalysts are [Pd] (palladium). The solvent is CCO (EtOH). Conditions: temperature 85 celsius. Product: C(C1=CC=CC=C1)C=1C=C2C(=CN1)OC(=C2)C2=C(C=C(C=C2)CN2CC(C2)C(=O)OC)F (Methyl 1-((4-(5-benzylfuro[2,3-c]pyridin-2-yl)-3-fluorophenyl)methyl)azetidine-3-carboxylate). RXN SMILES: [CH2:1]([C:8]1[CH:9]=[C:10]2[CH:17]=[C:16]([C:18]3[CH:32]=[CH:31][C:21]([CH2:22][N:23]4[CH2:26][CH:25]([C:27]([O:29][CH3:30])=[O:28])[CH2:24]4)=[CH:20][C:19]=3[F:33])[O:15][C:11]2=[C:12](Cl)[N:13]=1)[C:2]1[CH:7]=[CH:6][CH:5]=[CH:4][CH:3]=1.C1CCCCC=1>CCO.[Pd]>[CH2:1]([C:8]1[CH:9]=[C:10]2[CH:17]=[C:16]([C:18]3[CH:32]=[CH:31][C:21]([CH2:22][N:23]4[CH2:24][CH:25]([C:27]([O:29][CH3:30])=[O:28])[CH2:26]4)=[CH:20][C:19]=3[F:33])[O:15][C:11]2=[CH:12][N:13]=1)[C:2]1[CH:3]=[CH:4][CH:5]=[CH:6][CH:7]=1. Procedure: A mixture of methyl 1-(4-(5-benzyl-7-chlorofuro[2,3-c]pyridin-2-yl)-3-fluorobenzyl)azetidine-3-carboxylate (0.320 g, 0.69 mmol), cyclohexene (1.00 mL, 9.9 mmol), palladium (10 wt. % on activated carbon, 0.320 g, 3.0 mmol) in EtOH (6.0 mL) was prepared in a sealed tube and heated under N2 to 85° C. for 4 h. The mixture was filtered through Celite, and the filtrate evaporated purified by flash chromatography using EtOAc/hexanes to give title compound. 1H NMR (300 MHz, CDCl3) δ ppm 8.82 (s, 1H), 7.... Starting materials: O1CCOC2=C1C=CC(=C2)N2C(=NC(=C2)C(=O)O)C2=CC=C(C=C2)F (1-(2,3-Dihydro-1,4-benzodioxin-6-yl)-2-(4-fluorophenyl)-1H-imidazole-4-carboxylic acid), O1CCOC2=C1C=CC(=C2)N2C(=NC(=C2)C(=O)OCC)C2=CC=C(C=C2)F (ethyl 1-(2,3-dihydro-1,4-benzodioxin-6-yl)-2-(4-fluorophenyl)-1H-imidazole-4-carboxylate), CC(C)C1C(=O)NCC(=O)NC(C(=O)NC(C(=O)NC(C(=O)NC(C(=O)N2CCCC2C(=O)NC(CSSCC(C(=O)NC(C(=O)N1)CCSC)NC(=O)C(CCCNC(=N)N)NC(=O)C(CCSC)NC(=O)C(C(C)O)NC(=O)C(CC(=O)O)N)C(=O)NC(CC3=CNC4=CC=CC=C43)C(=O)NC(CCC(=O)O)C(=O)NC(C(C)C)C(=O)O)CCCNC(=N)N)CC5=CC=C(C=C5)O)C(C)C)CCCNC(=N)N (melanin-concentrating hormone), CC(C)C1C(=O)NCC(=O)NC(C(=O)NC(C(=O)NC(C(=O)NC(C(=O)N2CCCC2C(=O)NC(CSSCC(C(=O)NC(C(=O)N1)CCSC)NC(=O)C(CCCNC(=N)N)NC(=O)C(CCSC)NC(=O)C(C(C)O)NC(=O)C(CC(=O)O)N)C(=O)NC(CC3=CNC4=CC=CC=C43)C(=O)NC(CCC(=O)O)C(=O)NC(C(C)C)C(=O)O)CCCNC(=N)N)CC5=CC=C(C=C5)O)C(C)C)CCCNC(=N)N (melanin-concentrating hormone), [OH-].[Na+] (NaOH), Cl (Hydrochloric acid). Run in O1CCCC1 (tetrahydrofuran), CO (methanol), O (water). Conditions: time 8 hour. Product: O1CCOC2=C1C=CC(=C2)NC(=N)C2=CC=C(C=C2)F (N-(2,3-Dihydro-1,4-benzodioxin-6-yl)-4-fluorobenzenecarboxamidine). Reaction SMILES: [O:1]1[C:6]2[CH:7]=[CH:8][C:9]([N:11]3C=C(C(O)=O)[N:13]=[C:12]3[C:19]3[CH:24]=[CH:23][C:22]([F:25])=[CH:21][CH:20]=3)=[CH:10][C:5]=2[O:4][CH2:3][CH2:2]1.O1C2C=CC(N3C=C(C(OCC)=O)N=C3C3C=CC(F)=CC=3)=CC=2OCC1.CC(C1NC(=O)C(CCSC)NC(=O)C(NC(C(NC(C(NC(C(NC(C(N)CC(O)=O)=O)C(O)C)=O)CCSC)=O)CCCNC(N)=N)=O)CSSCC(C(NC(C(NC(C(NC(C(O)=O)C(C)C)=O)CCC(O)=O)=O)CC2C3C(=CC=CC=3)NC=2)=O)NC(=O)C2N(CCC2)C(=O)C(CCCNC(N)=N)NC(=O)C(CC2C=CC(O)=CC=2)NC(=O)C(C(C)C)NC(=O)C(CCCNC(N)=N)NC(=O)CNC1=O)C.[OH-].[Na+].Cl>O1CCCC1.CO.O>[O:1]1[C:6]2[CH:7]=[CH:8][C:9]([NH:11][C:12]([C:19]3[CH:24]=[CH:23][C:22]([F:25])=[CH:21][CH:20]=3)=[NH:13])=[CH:10][C:5]=2[O:4][CH2:3][CH2:2]1 |f:3.4|. Reported procedure: To a solution of 2.39 g (15.8 mmol) of 1,4-benzodioxan-6-amine in 30 mL of tetrahydrofuran at ambient temperature was added 8.7 mL (17.4 mmol) of 2.0 M (in tetrahydrofuran) sodium bis(trimethylsilyl)amide and the resulting solution was stirred for 20 min. To this reaction mixture was added 1.91 g (15.8 mmol) of 4-fluorobenzonitrile all at once. The resulting mixture was stirred at ambient temperature overnight and then poured into brine (50 mL) and dichloromethane (150 mL). The organic layer was... Reactants: CC(=O)O[BH-](OC(C)=O)OC(C)=O, CCCCCC=CCC=CCC=CCC=CCCCC(=O)O, CC(=O)O, [Cl-], O=Cc1ccc(Cl)cc1, O=C(Cl)C(=O)Cl, ClCCl, ClCCCl, Nc1ccc(Cl)cc1Cl, [Na+], CN(C)C=O. The product is CCCCCC=CCC=CCC=CCC=CCCCC(=O)N(Cc1ccc(Cl)cc1)c1ccc(Cl)cc1Cl. RXN SMILES: [C:19]([O:20][BH-:21]([O:22][C:23](=[O:24])[CH3:25])[O:26][C:27](=[O:28])[CH3:29])(=[O:30])[CH3:31].[C:38]([CH2:39][CH2:40][CH2:41][CH:42]=[CH:43][CH2:44][CH:45]=[CH:46][CH2:47][CH:48]=[CH:49][CH2:50][CH:51]=[CH:52][CH2:53][CH2:54][CH2:55][CH2:56][CH3:57])(=[O:58])[OH:59].[CH3:33][C:34](=[O:35])[OH:36].[Cl-:37].[Cl:1][c:2]1[cH:3][cH:4][c:5]([CH:6]=[O:7])[cH:8][cH:9]1.[Cl:60][C:61]([C:62]([Cl:63])=[O:64])=[O:65].[Cl:66][CH2:67][Cl:68].[Cl:74][CH2:75][CH2:76][Cl:77].[NH2:10][c:11]1[cH:12][cH:13][c:14]([Cl:15])[cH:16][c:17]1[Cl:18].[Na+:32].[O:69]=[CH:70][N:71]([CH3:72])[CH3:73]>>[Cl:1][c:2]1[cH:3][cH:4][c:5]([CH2:6][N:10]([c:11]2[cH:12][cH:13][c:14]([Cl:15])[cH:16][c:17]2[Cl:18])[C:38]([CH2:39][CH2:40][CH2:41][CH:42]=[CH:43][CH2:44][CH:45]=[CH:46][CH2:47][CH:48]=[CH:49][CH2:50][CH:51]=[CH:52][CH2:53][CH2:54][CH2:55][CH2:56][CH3:57])=[O:58])[cH:8][cH:9]1. Starting materials: [OH-].[Na+] (sodium hydroxide), CC(=O)C (acetone), FC1=C(C=C(C=C1)C1=C(C(=CC(=C1)C)C)/C=C/[C@@H]1C[C@H](CC(O1)OCC)O)C ((4R,6S)-(E)-6-[2-(4'-fluoro-3,3',5-trimethyl[1,1'-biphenyl]-2-yl)ethenyl]-2-ethoxy-3,4,5,6-tetrahydro-4-hydroxy-2H-pyran). The solvent is O (water), C(C)(=O)O (acetic acid), C(Cl)Cl (CH2Cl2), C(C)(=O)O (acetic acid), O (water). Run at time 24 hour. Yields the product FC1=C(C=C(C=C1)C1=C(C(=CC(=C1)C)C)/C=C/[C@@H]1C[C@H](CC(O1)O)O)C ((4R,6S)-(E)-6-[2-(4'-Fluoro-3,3',5-trimethyl[1,1'-biphenyl]-2-yl)ethenyl]-3,4,5,6-tetrahydro-2,4-dihydroxy-2H-pyran). Yield: 48.1%. As a reaction SMILES: [F:1][C:2]1[CH:7]=[CH:6][C:5]([C:8]2[CH:13]=[C:12]([CH3:14])[CH:11]=[C:10]([CH3:15])[C:9]=2/[CH:16]=[CH:17]/[C@H:18]2[O:23][CH:22]([O:24]CC)[CH2:21][C@H:20]([OH:27])[CH2:19]2)=[CH:4][C:3]=1[CH3:28].CC(C)=O.[OH-].[Na+]>C(O)(=O)C.O.C(Cl)Cl>[F:1][C:2]1[CH:7]=[CH:6][C:5]([C:8]2[CH:13]=[C:12]([CH3:14])[CH:11]=[C:10]([CH3:15])[C:9]=2/[CH:16]=[CH:17]/[C@H:18]2[O:23][CH:22]([OH:24])[CH2:21][C@H:20]([OH:27])[CH2:19]2)=[CH:4][C:3]=1[CH3:28] |f:2.3|. Procedure details: To a solution of the crude mixture of anomers, (4R,6S)-(E)-6-[2-(4'-fluoro-3,3',5-trimethyl[1,1'-biphenyl]-2-yl)ethenyl]-2-ethoxy-3,4,5,6-tetrahydro-4-hydroxy-2H-pyran (0.83 g, 0.0021 mole) in glacial acetic acid (36 ml) was added water (12 ml). Additional acetic acid (3 ml) was added and the solution allowed to stand for 24 hours at which time tlc (silica gel, 5% acetone--CH2Cl2) indicated the reaction was essentially complete. The reaction mixture was poured into water (800 ml) containing sodi...